describe an organic reaction: reactants, conditions, products, and yield From a dataset of the Open Reaction Database (ORD), a public repository of structured organic reaction records. Reactants: C(C)(C)(C)OC(NC1=C(C=C(C(=C1)Cl)C)N)=O ((2-amino-5-chloro-4-methyl-phenyl)-carbamic acid tert-butyl ester), C(C)(C)(C)OC(CC(C1=CC(=CC=C1)C1=NC=CN=C1)=O)=O (3-oxo-3-(3-pyrazin-2-yl-phenyl)-propionic acid tert-butyl ester). Product: C(C)(C)(C)OC(NC1=C(C=C(C(=C1)Cl)C)NC(CC(C1=CC(=CC=C1)C1=NC=CN=C1)=O)=O)=O ({5-Chloro-4-methyl-2-[3-oxo-3-(3-pyrazin-2-yl-phenyl)-propionylamino]-phenyl}-carbamic acid tert-butyl ester), solid. The yield is 81.0%. RXN SMILES: [C:1]([O:5][C:6](=[O:17])[NH:7][C:8]1[CH:13]=[C:12]([Cl:14])[C:11]([CH3:15])=[CH:10][C:9]=1[NH2:16])([CH3:4])([CH3:3])[CH3:2].C([O:22][C:23](=O)[CH2:24][C:25](=[O:38])[C:26]1[CH:31]=[CH:30][CH:29]=[C:28]([C:32]2[CH:37]=[N:36][CH:35]=[CH:34][N:33]=2)[CH:27]=1)(C)(C)C>>[C:1]([O:5][C:6](=[O:17])[NH:7][C:8]1[CH:13]=[C:12]([Cl:14])[C:11]([CH3:15])=[CH:10][C:9]=1[NH:16][C:23](=[O:22])[CH2:24][C:25](=[O:38])[C:26]1[CH:31]=[CH:30][CH:29]=[C:28]([C:32]2[CH:37]=[N:36][CH:35]=[CH:34][N:33]=2)[CH:27]=1)([CH3:4])([CH3:2])[CH3:3]. Procedure details: The title compound was prepared from (2-amino-5-chloro-4-methyl-phenyl)-carbamic acid tert-butyl ester (Example J21) (257 mg, 1.0 mmol) and 3-oxo-3-(3-pyrazin-2-yl-phenyl)-propionic acid tert-butyl ester (Example K14) (298 mg, 1.0 mmol) according to the general procedure M. Obtained as a white solid (390 mg, 81%). Reported procedure: Ethyl 2-(hydroxymethyl)-4-methyl-7-oxo-4,7-dihydrothieno[3,2-b]pyridine-6-carboxylate (250 mg, 0.94 mmol) was suspended in 4-chlorobenzylamine (2.0 mL, 16.4 mmol). The mixture was stirred at 80° C. for 16 hours before it was quenched with a mixture of 1.0 M hydrochloric acid (25 mL) and ice (5 g). The mixture was stirred at room temperature for 1 hr. The solid ppt. was collected by vacuum filtration and washed thoroughly with 50 mL of water. Drying in vacuo left a white solid (0.26 g). Yields the product ClC1=CC=C(CNC(=O)C=2C(C3=C(N(C2)C)C=C(S3)CO)=O)C=C1 (N-(4-chlorobenzyl)-2-(hydroxymethyl)-4-methyl-7-oxo-4,7-dihydrothieno[3,2-b]pyridine-6-carboxamide). Run at temperature 80 celsius, time 16 hour. As a reaction SMILES: [OH:1][CH2:2][C:3]1[S:11][C:10]2[C:9](=[O:12])[C:8]([C:13]([O:15]CC)=O)=[CH:7][N:6]([CH3:18])[C:5]=2[CH:4]=1.[Cl:19][C:20]1[CH:27]=[CH:26][C:23]([CH2:24][NH2:25])=[CH:22][CH:21]=1>>[Cl:19][C:20]1[CH:27]=[CH:26][C:23]([CH2:24][NH:25][C:13]([C:8]2[C:9](=[O:12])[C:10]3[S:11][C:3]([CH2:2][OH:1])=[CH:4][C:5]=3[N:6]([CH3:18])[CH:7]=2)=[O:15])=[CH:22][CH:21]=1. Reactants: OCC1=CC=2N(C=C(C(C2S1)=O)C(=O)OCC)C (Ethyl 2-(hydroxymethyl)-4-methyl-7-oxo-4,7-dihydrothieno[3,2-b]pyridine-6-carboxylate), ClC1=CC=C(CN)C=C1 (4-chlorobenzylamine). Reactants: ClCCl, CC(C)(C)OC(=O)CN1CC2(CCN(CC(F)(F)F)CC2)c2ccccc21. Yields the product O=C(O)CN1CC2(CCN(CC(F)(F)F)CC2)c2ccccc21. Reaction SMILES: [Cl:28][CH2:29][Cl:30].[F:1][C:2]([CH2:3][N:4]1[CH2:5][CH2:6][C:7]2([CH2:8][N:9]([CH2:16][C:17](=[O:18])[O:19][C:20]([CH3:21])([CH3:22])[CH3:23])[c:10]3[cH:11][cH:12][cH:13][cH:14][c:15]32)[CH2:24][CH2:25]1)([F:26])[F:27]>>[F:1][C:2]([CH2:3][N:4]1[CH2:5][CH2:6][C:7]2([CH2:8][N:9]([CH2:16][C:17](=[O:18])[OH:19])[c:10]3[cH:11][cH:12][cH:13][cH:14][c:15]32)[CH2:24][CH2:25]1)([F:26])[F:27]. Starting materials: 68, O (water), C[C@H]1[C@@H]([C@@](C[C@@H](O1)O[C@@H]2C=3C=CC(=C(C3)Cl)OC4=CC5=CC(=C4O[C@H]6[C@@H]([C@H]([C@@H]([C@H](O6)CO)O)O)O[C@H]7C[C@]([C@H]([C@@H](O7)C)O)(C)NCC=8C=CC(=CC8)C=9C=CC(=CC9)Cl)OC=1C=CC(=CC1Cl)[C@H]([C@H](C(=O)N[C@H](C(=O)N[C@H]5C(=O)N[C@@H]1C=3C=CC(=C(C3)C3=C(C=C(C=C3O)O)[C@H](NC(=O)[C@H]2NC1=O)C(=O)O)O)CC(=O)N)NC(=O)[C@@H](CC(C)C)NC)O)(C)N)O.OP(=O)(O)O (oritavancin diphosphate), C(=O)(O)[O-].[Na+] (NaHCO3). Run in O1CCOCC1 (dioxane), O1CCOCC1.O (dioxane water). Conditions: time 15 minute. Yields the product C[C@H]1[C@@H]([C@@](C[C@@H](O1)O[C@@H]2C=3C=CC(=C(C3)Cl)OC4=CC5=CC(=C4O[C@H]6[C@@H]([C@H]([C@@H]([C@H](O6)CO)O)O)O[C@H]7C[C@]([C@H]([C@@H](O7)C)O)(C)NCC=8C=CC(=CC8)C=9C=CC(=CC9)Cl)OC=1C=CC(=CC1Cl)[C@H]([C@H](C(=O)N[C@H](C(=O)N[C@H]5C(=O)N[C@@H]1C=3C=CC(=C(C3)C3=C(C=C(C=C3O)O)[C@H](NC(=O)[C@H]2NC1=O)C(=O)O)O)CC(=O)N)NC(=O)[C@@H](CC(C)C)NC)O)(C)N)O (Oritavancin). The yield is 128.1%. Reaction SMILES: [CH3:1][C@@H:2]1[O:7][C@@H:6]([O:8][C@H:9]2[C@@H:100]3[NH:101][C:102](=[O:103])[C@@H:81]([C:82]4[CH:83]=[CH:84][C:85]([OH:107])=[C:86]([C:88]5[C:93]([OH:94])=[CH:92][C:91]([OH:95])=[CH:90][C:89]=5[C@@H:96]([C:104]([OH:106])=[O:105])[NH:97][C:98]3=[O:99])[CH:87]=4)[NH:80][C:78](=[O:79])[C@H:77]3[C:20]4=[CH:21][C:22]([O:60][C:61]5[CH:62]=[CH:63][C:64]([C@@H:68]([OH:122])[C@@H:69]([NH:112][C:113]([C@H:115]([NH:120][CH3:121])[CH2:116][CH:117]([CH3:119])[CH3:118])=[O:114])[C:70]([NH:72][C@@H:73]([CH2:108][C:109]([NH2:111])=[O:110])[C:74]([NH:76]3)=[O:75])=[O:71])=[CH:65][C:66]=5[Cl:67])=[C:23]([O:24][C@@H:25]3[O:30][C@H:29]([CH2:31][OH:32])[C@@H:28]([OH:33])[C@H:27]([OH:34])[C@H:26]3[O:35][C@@H:36]3[O:41][C@@H:40]([CH3:42])[C@H:39]([OH:43])[C@:38]([NH:45][CH2:46][C:47]5[CH:48]=[CH:49][C:50]([C:53]6[CH:54]=[CH:55][C:56]([Cl:59])=[CH:57][CH:58]=6)=[CH:51][CH:52]=5)([CH3:44])[CH2:37]3)[C:18](=[CH:19]4)[O:17][C:13]3=[C:14]([Cl:16])[CH:15]=[C:10]2[CH:11]=[CH:12]3)[CH2:5][C@@:4]([NH2:124])([CH3:123])[C@H:3]1[OH:125].OP(O)(O)=O.C([O-])(O)=O.[Na+].O>O1CCOCC1.O.O1CCOCC1>[CH3:1][C@@H:2]1[O:7][C@@H:6]([O:8][C@H:9]2[C@@H:100]3[NH:101][C:102](=[O:103])[C@@H:81]([C:82]4[CH:83]=[CH:84][C:85]([OH:107])=[C:86]([C:88]5[C:93]([OH:94])=[CH:92][C:91]([OH:95])=[CH:90][C:89]=5[C@@H:96]([C:104]([OH:106])=[O:105])[NH:97][C:98]3=[O:99])[CH:87]=4)[NH:80][C:78](=[O:79])[C@H:77]3[C:20]4=[CH:21][C:22]([O:60][C:61]5[CH:62]=[CH:63][C:64]([C@@H:68]([OH:122])[C@@H:69]([NH:112][C:113]([C@H:115]([NH:120][CH3:121])[CH2:116][CH:117]([CH3:118])[CH3:119])=[O:114])[C:70]([NH:72][C@@H:73]([CH2:108][C:109]([NH2:111])=[O:110])[C:74]([NH:76]3)=[O:75])=[O:71])=[CH:65][C:66]=5[Cl:67])=[C:23]([O:24][C@@H:25]3[O:30][C@H:29]([CH2:31][OH:32])[C@@H:28]([OH:33])[C@H:27]([OH:34])[C@H:26]3[O:35][C@@H:36]3[O:41][C@@H:40]([CH3:42])[C@H:39]([OH:43])[C@:38]([NH:45][CH2:46][C:47]5[CH:52]=[CH:51][C:50]([C:53]6[CH:58]=[CH:57][C:56]([Cl:59])=[CH:55][CH:54]=6)=[CH:49][CH:48]=5)([CH3:44])[CH2:37]3)[C:18](=[CH:19]4)[O:17][C:13]3=[C:14]([Cl:16])[CH:15]=[C:10]2[CH:11]=[CH:12]3)[CH2:5][C@@:4]([NH2:124])([CH3:123])[C@H:3]1[OH:125] |f:0.1,2.3,5.6|. Procedure: A suspension of 5 (538 mg, 0.270 mmol) and NaHCO3 (68 mg, 0.81 mmol) in dioxane/water (1:1, 12 mL) was stirred at room temperature for approximately 15 min, after which all 5 had dissolved. A solution of 68 (295 mg, 0.541 mmol) in 2 mL dioxane was then added and the resulting solution was stirred at room temperature for 18 h. Cold water was added and the resulting mixture was stirred for 1 h then the precipitate was collected by filtration to give 69 (620 mg, 103%). The crude material which like...